This data is from the Open Reaction Database (ORD), a public repository of structured organic reaction records. The task is: describe an organic reaction: reactants, conditions, products, and yield The product is CC1CN(Cc2cccc(-c3cc(CNC(=O)c4cccc(CC5CCNCC5)c4)ccc3F)c2)CCN1C(=O)OCc1ccccc1. As a reaction SMILES: [CH2:57]1[O:58][CH2:59][CH2:60][O:61][CH2:62]1.[CH3:1][C:2]([O:3][C:4](=[O:5])[N:8]1[CH2:9][CH2:10][CH:11]([CH2:14][c:15]2[cH:16][c:17]([C:21](=[O:22])[NH:23][CH2:24][c:25]3[cH:26][cH:27][c:28]([F:55])[c:29](-[c:31]4[cH:32][c:33]([CH2:37][N:38]5[CH2:39][CH:40]([CH3:54])[N:41]([C:44](=[O:45])[O:46][CH2:47][c:48]6[cH:49][cH:50][cH:51][cH:52][cH:53]6)[CH2:42][CH2:43]5)[cH:34][cH:35][cH:36]4)[cH:30]3)[cH:18][cH:19][cH:20]2)[CH2:12][CH2:13]1)([CH3:6])[CH3:7].[ClH:56]>>[NH:8]1[CH2:9][CH2:10][CH:11]([CH2:14][c:15]2[cH:16][c:17]([C:21](=[O:22])[NH:23][CH2:24][c:25]3[cH:26][cH:27][c:28]([F:55])[c:29](-[c:31]4[cH:32][c:33]([CH2:37][N:38]5[CH2:39][CH:40]([CH3:54])[N:41]([C:44](=[O:45])[O:46][CH2:47][c:48]6[cH:49][cH:50][cH:51][cH:52][cH:53]6)[CH2:42][CH2:43]5)[cH:34][cH:35][cH:36]4)[cH:30]3)[cH:18][cH:19][cH:20]2)[CH2:12][CH2:13]1. Reactants: C1COCCO1, CC1CN(Cc2cccc(-c3cc(CNC(=O)c4cccc(CC5CCN(C(=O)OC(C)(C)C)CC5)c4)ccc3F)c2)CCN1C(=O)OCc1ccccc1, Cl. Reactants: CS(=O)(=O)NCC1=CC=C(C(=O)O)C=C1 (4-(methylsulfonamidomethyl)benzoic acid), OCC(=O)OCC1=CC=CC=C1 (benzyl 2-hydroxyacetate), C(CCl)Cl (EDC). Reagents/catalysts: CN(C)C=1C=CN=CC1 (DMAP). Solvent: C(Cl)Cl (DCM), C(Cl)Cl.CO (DCM MeOH). Conditions: time 3 hour. Yields the product CS(=O)(=O)NCC1=CC=C(C(=O)OCC(=O)OCC2=CC=CC=C2)C=C1 (2-(benzyloxy)-2-oxoethyl 4-(methylsulfonamido-methyl)benzoate). The yield is 60.7%. RXN SMILES: [CH3:1][S:2]([NH:5][CH2:6][C:7]1[CH:15]=[CH:14][C:10]([C:11]([OH:13])=[O:12])=[CH:9][CH:8]=1)(=[O:4])=[O:3].O[CH2:17][C:18]([O:20][CH2:21][C:22]1[CH:27]=[CH:26][CH:25]=[CH:24][CH:23]=1)=[O:19].C(Cl)CCl>C(Cl)Cl.C(Cl)Cl.CO.CN(C1C=CN=CC=1)C>[CH3:1][S:2]([NH:5][CH2:6][C:7]1[CH:15]=[CH:14][C:10]([C:11]([O:13][CH2:17][C:18]([O:20][CH2:21][C:22]2[CH:27]=[CH:26][CH:25]=[CH:24][CH:23]=2)=[O:19])=[O:12])=[CH:9][CH:8]=1)(=[O:4])=[O:3] |f:4.5|. Procedure: To a solution of 4-(methylsulfonamidomethyl)benzoic acid (0.4 g, 1.745 mmol) and benzyl 2-hydroxyacetate (0.290 g, 1.745 mmol) in a mixture of DCM and THF 1/1 (50 ml), EDC (0.334 g, 1.745 mmol) and DMAP (0.256 g, 2.094 mmol) were added in one portion. The reaction was stirred at RT for 3 hours. The solvent was removed under vacuum and the resulting crude was portioned between EtOAc and HCl 2N. The organic phase was separated, washed with brine and dried over Na2SO4. The solvent was removed under...